From a dataset of the Open Reaction Database (ORD), a public repository of structured organic reaction records. describe an organic reaction: reactants, conditions, products, and yield The reactants are COC1=CC=C2CCCC(C2=C1)C(=O)O (7-methoxy-1,2,3,4-tetrahydronaphthalene-1-carboxylic acid), C(#N)CCCNC1=CC=C(C=C1)C(C)C ((3-cyanopropyl) (4-isopropylphenyl)amine). The product is C(#N)CCCN(C(=O)C1CCCC2=CC=C(C=C12)OC)C1=CC=C(C=C1)C(C)C (N-(3-cyanopropyl)-N-(4-isopropylphenyl)-7-methoxy-1,2,3,4-tetrahydronaphthalene-1-carboxamide). The yield is 52.8%. As a reaction SMILES: [CH3:1][O:2][C:3]1[CH:12]=[C:11]2[C:6]([CH2:7][CH2:8][CH2:9][CH:10]2[C:13]([OH:15])=O)=[CH:5][CH:4]=1.[C:16]([CH2:18][CH2:19][CH2:20][NH:21][C:22]1[CH:27]=[CH:26][C:25]([CH:28]([CH3:30])[CH3:29])=[CH:24][CH:23]=1)#[N:17]>>[C:16]([CH2:18][CH2:19][CH2:20][N:21]([C:22]1[CH:23]=[CH:24][C:25]([CH:28]([CH3:30])[CH3:29])=[CH:26][CH:27]=1)[C:13]([CH:10]1[C:11]2[C:6](=[CH:5][CH:4]=[C:3]([O:2][CH3:1])[CH:12]=2)[CH2:7][CH2:8][CH2:9]1)=[O:15])#[N:17]. Reported procedure: By the reaction and treatment in the same manner as in Example 1 using 7-methoxy-1,2,3,4-tetrahydronaphthalene-1-carboxylic acid (1.56 g) and (3-cyanopropyl) (4-isopropylphenyl)amine (1.79 g) as starting materials, N-(3-cyanopropyl)-N-(4-isopropylphenyl)-7-methoxy-1,2,3,4-tetrahydronaphthalene-1-carboxamide (1.56 g) was obtained. melting point: 74-750° C. Starting materials: water ice, FC1=CC=C(C=C1)[N+](=O)[O-] (4-fluoronitrobenzene), N1=CC(=CC=C1)CCN (2-(3-pyridyl)ethylamine), C(=O)([O-])[O-].[K+].[K+] (K2CO3). Run in CN1C(CCC1)=O (N-methylpyrrolidinone). Conditions: temperature 60 celsius. Yields the product [N+](=O)([O-])C1=CC=C(C=C1)NCCC=1C=NC=CC1 (N-(4-nitrophenyl)-N-(2-pyrid-3-ylethyl)amine). The yield is 92.8%. As a reaction SMILES: F[C:2]1[CH:7]=[CH:6][C:5]([N+:8]([O-:10])=[O:9])=[CH:4][CH:3]=1.[N:11]1[CH:16]=[CH:15][CH:14]=[C:13]([CH2:17][CH2:18][NH2:19])[CH:12]=1.C([O-])([O-])=O.[K+].[K+]>CN1CCCC1=O>[N+:8]([C:5]1[CH:6]=[CH:7][C:2]([NH:19][CH2:18][CH2:17][C:13]2[CH:12]=[N:11][CH:16]=[CH:15][CH:14]=2)=[CH:3][CH:4]=1)([O-:10])=[O:9] |f:2.3.4|. Procedure details: 2 g of 4-fluoronitrobenzene, 2.07 g of 2-(3-pyridyl)ethylamine, and 2.35 g of K2CO3 were added to a solution of 20 ml of N-methylpyrrolidinone. The reaction medium was heated at 60° C. for 16 hours and, after cooling to room temperature, was then poured into a water+ice mixture. The yellow precipitate formed was filtered off, reslurried in water, and then dried over P2O5. 3.2 g of N-(4-nitrophenyl)-N-(2-pyrid-3-ylethyl)amine (3) were obtained. Reactants: NC1C(N(CCC2=C1C=CC=C2)C)=O (1-amino-3-methyl-2,3,4,5-tetrahydro-1H-3-benzazepin-2-one), C1(=CC=C(C=C1)C(=O)[C@]([C@](C(=O)O)(O)C(=O)C1=CC=C(C=C1)C)(O)C(=O)O)C (di-p-toluoyl-l-tartaric acid), NC1C(N(CCC2=C1C=CC=C2)C)=O (1-amino-3-methyl-2,3,4,5-tetrahydro-1H-3-benzazepin-2-one). Solvent: CO (methanol), CO (methanol), CO (methanol). Run at time 18 hour. Product: C1(=CC=C(C=C1)C(=O)[C@]([C@](C(=O)O)(O)C(=O)C1=CC=C(C=C1)C)(O)C(=O)O)C.N[C@@H]1C(N(CCC2=C1C=CC=C2)C)=O ((S)-1-amino-3-methyl-2,3,4,5-tetrahydro-1H-3-benzazepin-2-one di-p-toluoyl-L-tartaric acid salt). The yield is 42.3%. RXN SMILES: [NH2:1][CH:2]1[C:8]2[CH:9]=[CH:10][CH:11]=[CH:12][C:7]=2[CH2:6][CH2:5][N:4]([CH3:13])[C:3]1=[O:14].[C:15]1([CH3:42])[CH:20]=[CH:19][C:18]([C:21]([C@@:23]([C:39]([OH:41])=[O:40])([OH:38])[C@@:24]([C:29]([C:31]2[CH:36]=[CH:35][C:34]([CH3:37])=[CH:33][CH:32]=2)=[O:30])([OH:28])[C:25]([OH:27])=[O:26])=[O:22])=[CH:17][CH:16]=1>CO>[C:15]1([CH3:42])[CH:20]=[CH:19][C:18]([C:21]([C@@:23]([C:39]([OH:41])=[O:40])([OH:38])[C@@:24]([C:29]([C:31]2[CH:32]=[CH:33][C:34]([CH3:37])=[CH:35][CH:36]=2)=[O:30])([OH:28])[C:25]([OH:27])=[O:26])=[O:22])=[CH:17][CH:16]=1.[NH2:1][C@H:2]1[C:8]2[CH:9]=[CH:10][CH:11]=[CH:12][C:7]=2[CH2:6][CH2:5][N:4]([CH3:13])[C:3]1=[O:14] |f:3.4|. Procedure: In a 22 L vessel, under nitrogen, 1-amino-3-methyl-2,3,4,5-tetrahydro-1H-3-benzazepin-2-one (438 g, 2.3 mol) was heated (about 40° C.) to provide a solution in methanol (4.38 mL). In another flask, di-p-toluoyl-l-tartaric acid (889.7 g, 2.3 mol) was dissolved in 4.38 L of methanol and heated to about 40° C. before the solution of 1-amino-3-methyl-2,3,4,5-tetrahydro-1H-3-benzazepin-2-one was added. The heating was continued and an additional 6.13 L of methanol was added before the mixture was ref...